This data is from the Open Reaction Database (ORD), a public repository of structured organic reaction records. The task is: describe an organic reaction: reactants, conditions, products, and yield Reactants: C(C)OC(CCCCC1C=CCC1)CC (3-(5-ethoxyhept-1-yl)cyclopentene), C(C)OC(CCCCC1C=CCC1)CC (3-(5-ethoxyhept-1-yl)cyclopentene), C(C)OC(CCCCC1C2CC(CC2CC1)=O)CC (6-(5-ethoxyhept-1-yl)bicyclo[3.3.0]octan-3-one), COCCCCCCCC1(C(CCCCCC1)=O)C1CCCCCCC1 (methoxyheptyl bicyclooctanone), ClC(=C=O)Cl (dichloroketene). Product: ClC1(C(C2C(CCC12)CCCCC(CC)OCC)=O)Cl (7,7-dichloro-4-(5-ethoxyhept-1-yl)bicyclo[3.2.0]heptan-6-one), ClC1(C2C(CCC2C1=O)CCCCC(CC)OCC)Cl (6,6-dichloro-4-(5-ethoxyhept-1-yl)bicyclo[3.2.0]-heptan-7-one). As a reaction SMILES: [CH2:1]([O:3][CH:4]([CH2:18][CH3:19])[CH2:5][CH2:6][CH2:7][CH2:8][CH:9]1[CH2:16][CH2:15][CH:14]2[CH:10]1CC(=O)C2)[CH3:2].COCCCCCCCC1(C2CCCCCCC2)CCCCCCC1=O.[CH2:46]([O:48][CH:49]([CH2:59][CH3:60])[CH2:50][CH2:51][CH2:52][CH2:53][CH:54]1[CH2:58][CH2:57][CH:56]=[CH:55]1)[CH3:47].[Cl:61][C:62]([Cl:65])=[C:63]=[O:64]>>[Cl:61][C:62]1([Cl:65])[CH:56]2[CH:55]([CH:54]([CH2:53][CH2:52][CH2:51][CH2:50][CH:49]([O:48][CH2:46][CH3:47])[CH2:59][CH3:60])[CH2:58][CH2:57]2)[C:63]1=[O:64].[Cl:61][C:62]1([Cl:65])[C:63](=[O:64])[CH:15]2[CH:16]1[CH:9]([CH2:8][CH2:7][CH2:6][CH2:5][CH:4]([O:3][CH2:1][CH3:2])[CH2:18][CH3:19])[CH2:10][CH2:14]2. Procedure: Disclosed is a method of synthesizing a compound, such as 6-(5-ethoxyhept-1-yl)bicyclo[3.3.0]octan-3-one or methoxyheptyl bicyclooctanone, from 3-(5-ethoxyhept-1-yl)cyclopentene or other starting material. Such a method comprises reacting 3-(5-ethoxyhept-1-yl)cyclopentene with dichloroketene to form a first mixture comprising 7,7-dichloro-4-(5-ethoxyhept-1-yl)bicyclo[3.2.0]heptan-6-one and 6,6-dichloro-4-(5-ethoxyhept-1-yl)bicyclo[3.2.0]-heptan-7-one. The first mixture is reacted with acetic aci... The reactants are FC=1C=C(C=CC1)C=1C=CC(=NC1)/C=C/C=O ((E)-3-[5-(3-fluorophenyl)pyridin-2-yl]propenal), CC1(CC(=O)CC(=O)C1)C (dimedone), NC1=CC(=NN1)C(=O)OC(C)(C)C (tert-butyl 5-amino-1H-pyrazole-3-carboxylate). Yields the product FC=1C=C(C=CC1)C=1C=CC(=NC1)/C=C/C1C2=C(NC=3CC(CC(C13)=O)(C)C)NN=C2C(=O)OC(C)(C)C (tert-Butyl 4-{(E)-2-[5-(3-fluorophenyl)pyridin-2-yl]vinyl}-7,7-dimethyl-5-oxo-4,5,6,7,8,9-hexahydro-1H-pyrazolo[3,4-b]quinoline-3-carboxylate). Reaction SMILES: [F:1][C:2]1[CH:3]=[C:4]([C:8]2[CH:9]=[CH:10][C:11](/[CH:14]=[CH:15]/[CH:16]=O)=[N:12][CH:13]=2)[CH:5]=[CH:6][CH:7]=1.[CH3:18][C:19]1([CH3:27])[CH2:26][C:24](=O)[CH2:23][C:21](=[O:22])[CH2:20]1.[NH2:28][C:29]1[NH:33][N:32]=[C:31]([C:34]([O:36][C:37]([CH3:40])([CH3:39])[CH3:38])=[O:35])[CH:30]=1>>[F:1][C:2]1[CH:3]=[C:4]([C:8]2[CH:9]=[CH:10][C:11](/[CH:14]=[CH:15]/[CH:16]3[C:23]4[C:21](=[O:22])[CH2:20][C:19]([CH3:18])([CH3:27])[CH2:26][C:24]=4[NH:28][C:29]4[NH:33][N:32]=[C:31]([C:34]([O:36][C:37]([CH3:40])([CH3:39])[CH3:38])=[O:35])[C:30]3=4)=[N:12][CH:13]=2)[CH:5]=[CH:6][CH:7]=1. Reported procedure: The title compound is prepared according to procedure A from 620 mg of (E)-3-[5-(3-fluorophenyl)pyridin-2-yl]propenal, 383 mg of dimedone and 500 mg of tert-butyl 5-amino-1H-pyrazole-3-carboxylate. The reactants are C=C1CC(=O)O1 (Diketene), CN(C)CCCO (3-(N,N-dimethyl)aminopropan-1-ol). Run in C1(=CC=CC=C1)C (toluene). Run at time 70 hour. Product: CN(C)CCCOC(CC(=O)C)=O (Acetoacetic acid 3-(N,N-dimethyl)aminopropyl ester). Isolated yield 100.1%. RXN SMILES: [CH2:1]=[C:2]1[O:6][C:4](=[O:5])[CH2:3]1.[CH3:7][N:8]([CH2:10][CH2:11][CH2:12][OH:13])[CH3:9]>C1(C)C=CC=CC=1>[CH3:7][N:8]([CH2:10][CH2:11][CH2:12][O:13][C:4](=[O:5])[CH2:3][C:2]([CH3:1])=[O:6])[CH3:9]. Reported procedure: Diketene (2.54 mL, 33.0 mmol, 1.30 equiv) was added to a solution of 3-(N,N-dimethyl)aminopropan-1-ol (3.00 mL, 25.4 mmol, 1.00 equiv, Aldrich) in toluene (30 mL) and the mixture was stirred at room temperature for 70 hours. The solvent was removed to afford 4.76 g of brown oil, which was characterized spectroscopically and used for the next reaction without purification. Reactants: O=C(c1ccccc1)c1cccc(CBr)c1, CN(C)C=O, CC(C)(C)OC(=O)N1CCC(c2ccc(F)cc2)C(O)C1, [H-], [I-], [K+], [Na+]. The product is CC(C)(C)OC(=O)N1CCC(c2ccc(F)cc2)C(OCc2cccc(C(=O)c3ccccc3)c2)C1. As a reaction SMILES: [Br:22][CH2:23][c:24]1[cH:25][c:26]([C:30](=[O:31])[c:32]2[cH:33][cH:34][cH:35][cH:36][cH:37]2)[cH:27][cH:28][cH:29]1.[CH3:42][N:43]([CH3:44])[CH:45]=[O:46].[F:1][c:2]1[cH:3][cH:4][c:5]([CH:8]2[CH:9]([OH:21])[CH2:10][N:11]([C:14](=[O:15])[O:16][C:17]([CH3:18])([CH3:19])[CH3:20])[CH2:12][CH2:13]2)[cH:6][cH:7]1.[H-:38].[I-:41].[K+:40].[Na+:39]>>[F:1][c:2]1[cH:3][cH:4][c:5]([CH:8]2[CH:9]([O:21][CH2:23][c:24]3[cH:25][c:26]([C:30](=[O:31])[c:32]4[cH:33][cH:34][cH:35][cH:36][cH:37]4)[cH:27][cH:28][cH:29]3)[CH2:10][N:11]([C:14](=[O:15])[O:16][C:17]([CH3:18])([CH3:19])[CH3:20])[CH2:12][CH2:13]2)[cH:6][cH:7]1. Reactants: O=C([O-])[O-], CN(C)C=O, COC(C)(C)C, O=C(O)Cc1ccccc1Oc1ccc(Cl)cc1, [K+], [K+], O, CCOS(=O)(=O)OCC. Product: CCOC(=O)Cc1ccccc1Oc1ccc(Cl)cc1. As a reaction SMILES: [C:1](=[O:2])([O-:3])[O-:4].[CH3:41][N:42]([CH3:43])[CH:44]=[O:45].[CH3:7][O:8][C:9]([CH3:10])([CH3:11])[CH3:12].[Cl:22][c:23]1[cH:24][cH:25][c:26]([O:27][c:28]2[c:29]([CH2:34][C:35](=[O:36])[OH:37])[cH:30][cH:31][cH:32][cH:33]2)[cH:38][cH:39]1.[K+:5].[K+:6].[OH2:40].[S:13]([O:14][CH2:15][CH3:16])(=[O:17])(=[O:18])[O:19][CH2:20][CH3:21]>>[O:19]([CH2:20][CH3:21])[C:35]([CH2:34][c:29]1[c:28]([O:27][c:26]2[cH:25][cH:24][c:23]([Cl:22])[cH:39][cH:38]2)[cH:33][cH:32][cH:31][cH:30]1)=[O:36]. Starting materials: FC([C@@H]1CC[C@H](CC1)C(=O)O)(F)F (trans-4-trifluoromethylcyclohexanecarboxylic acid), solution, C(C(C)C)[Mg]Br (isobutylmagnesium bromide), CCOCC (ether), dichlorobis[π-cyclopentadienyl]titanium, Cl (hydrochloric acid). Solvent: 4. Conditions: time 4 hour. Product: FC([C@@H]1CC[C@H](CC1)C=O)(F)F (trans-4-Trifluoromethyl-1-formylcyclohexane). RXN SMILES: [F:1][C:2]([F:13])([F:12])[C@H:3]1[CH2:8][CH2:7][C@H:6]([C:9](O)=[O:10])[CH2:5][CH2:4]1.C([Mg]Br)C(C)C.CCOCC.Cl>>[F:1][C:2]([F:12])([F:13])[C@H:3]1[CH2:4][CH2:5][C@H:6]([CH:9]=[O:10])[CH2:7][CH2:8]1. Procedure: 0.05 mol of trans-4-trifluoromethylcyclohexanecarboxylic acid (prepared as in Example 1) is added dropwise to 100 ml of a solution of isobutylmagnesium bromide in ether (1 mol/1) and 0.3 mmol of dichlorobis[π-cyclopentadienyl]titanium at 0° C., and the mixture is stirred at room temperature for 4 hours. 30 ml of a 4 normal hydrochloric acid are added, and customary workup gives the product as a colourless oil. Starting materials: CO, Cl, COC(=O)c1cc([N+](=O)[O-])ccc1-c1cccnc1O. The product is O=C(O)c1cc([N+](=O)[O-])ccc1-c1cccnc1O. Reaction SMILES: [CH3:22][OH:23].[ClH:21].[OH:1][c:2]1[n:3][cH:4][cH:5][cH:6][c:7]1-[c:8]1[c:9]([C:10](=[O:11])[O:12][CH3:13])[cH:14][c:15]([N+:18](=[O:19])[O-:20])[cH:16][cH:17]1>>[OH:1][c:2]1[n:3][cH:4][cH:5][cH:6][c:7]1-[c:8]1[c:9]([C:10](=[O:11])[OH:12])[cH:14][c:15]([N+:18](=[O:19])[O-:20])[cH:16][cH:17]1. Starting materials: BrCCCCOC1CCCC1 ((4-bromobutoxy)cyclopentane), CCN(C(C)C)C(C)C (DIEA), CC=1SC2=C(N1)C=C(C=C2)OCC(CN2CCNCC2)O (1-(2-methylbenzothiazol-5-yloxy)-3-piperazin-1-ylpropan-2-ol), Example 3A. The solvent is CCO (EtOH). The product is C1(CCCC1)OCCCCN1CCN(CC1)C[C@H](COC=1C=CC2=C(N=C(S2)C)C1)O ((2R)-3-[4-(4-cyclopentyloxybutyl)piperazinyl]-1-(2-methylbenzothiazol-5-yloxy)propan-2-ol). As a reaction SMILES: Br[CH2:2][CH2:3][CH2:4][CH2:5][O:6][CH:7]1[CH2:11][CH2:10][CH2:9][CH2:8]1.CCN(C(C)C)C(C)C.[CH3:21][C:22]1[S:23][C:24]2[CH:30]=[CH:29][C:28]([O:31][CH2:32][CH:33]([OH:41])[CH2:34][N:35]3[CH2:40][CH2:39][NH:38][CH2:37][CH2:36]3)=[CH:27][C:25]=2[N:26]=1>CCO>[CH:7]1([O:6][CH2:5][CH2:4][CH2:3][CH2:2][N:38]2[CH2:39][CH2:40][N:35]([CH2:34][C@@H:33]([OH:41])[CH2:32][O:31][C:28]3[CH:29]=[CH:30][C:24]4[S:23][C:22]([CH3:21])=[N:26][C:25]=4[CH:27]=3)[CH2:36][CH2:37]2)[CH2:11][CH2:10][CH2:9][CH2:8]1. Procedure details: A solution of (4-bromobutoxy)cyclopentane (400 mg, 1.81 mmol) in EtOH (5 mL) was treated with DIEA (0.64 mL, 3.62 mmol) and 1-(2-methylbenzothiazol-5-yloxy)-3-piperazin-1-ylpropan-2-ol as prepared in Example 3A (557 mg, 1.81 mmol). The solution was stirred at reflux 15 hours. Upon cooling, the product was concentrated and purified by flash column chromatography (10% MeOH/EtOAc) to yield (2R)-3-[4-(4-cyclopentyloxybutyl)piperazinyl]-1-(2-methylbenzothiazol-5-yloxy)propan-2-ol.